From a dataset of the Open Reaction Database (ORD), a public repository of structured organic reaction records. describe an organic reaction: reactants, conditions, products, and yield The reactants are C(C)(C)(C)OC(N[C@@H]1CNCCC1)=O ((S)-piperidin-3-yl-carbamic acid tert-butyl ester), COC1=CC=C(C=C1)CCC(CCC1=CC=C(C=C1)OC)=O (1,5-bis-(4-methoxy-phenyl)-pentan-3-one), C(Cl)Cl (CH2Cl2), [BH4-].[Na+] (NaBH4), IC (iodomethane), C(=O)([O-])[O-].[K+].[K+] (K2CO3). The reagents and catalysts are CC(C)O[Ti](OC(C)C)(OC(C)C)OC(C)C (Ti(OiPr)4). Solvent: CO (MeOH), CS(=O)C (dimethylsulfoxide). Reaction conditions: time 20 hour. Product: Cl.[Cl-].NC1C[N@@+](CCC1)(C)C(CCC1=CC=C(C=C1)OC)CCC1=CC=C(C=C1)OC ((S)-3-Amino-1-{3-(4-methoxy-phenyl)-1-[2-(4-methoxy-phenyl)-ethyl]-propyl}-1-methyl-piperidinium chloride hydrochloride). Reaction SMILES: C(OC(=O)[NH:7][C@H:8]1[CH2:13][CH2:12][CH2:11][NH:10][CH2:9]1)(C)(C)C.[CH3:15][O:16][C:17]1[CH:22]=[CH:21][C:20]([CH2:23][CH2:24][C:25](=O)[CH2:26][CH2:27][C:28]2[CH:33]=[CH:32][C:31]([O:34][CH3:35])=[CH:30][CH:29]=2)=[CH:19][CH:18]=1.[BH4-].[Na+].IC.[C:41]([O-])([O-])=O.[K+].[K+].C(Cl)[Cl:48]>CS(C)=O.CC(O[Ti](OC(C)C)(OC(C)C)OC(C)C)C.CO>[ClH:48].[Cl-:48].[NH2:7][CH:8]1[CH2:13][CH2:12][CH2:11][N@@+:10]([CH:25]([CH2:26][CH2:27][C:28]2[CH:33]=[CH:32][C:31]([O:34][CH3:35])=[CH:30][CH:29]=2)[CH2:24][CH2:23][C:20]2[CH:21]=[CH:22][C:17]([O:16][CH3:15])=[CH:18][CH:19]=2)([CH3:41])[CH2:9]1 |f:2.3,5.6.7,12.13.14|. Procedure: To (S)-piperidin-3-yl-carbamic acid tert-butyl ester (0.10 g) and 1,5-bis-(4-methoxy-phenyl)-pentan-3-one (254 mg, content ca. 88%; obtained by catalytic hydrogenation on platinum oxide pre-catalyst of bis(4-methoxybenzylidene)acetone, Pfaltz-Bauer) in CH2Cl2 is added Ti(OiPr)4 (0.22 mL). The mixture is stirred for 20 h, then NaBH4 (94 mg) is added in several portions. After 20 h MeOH is added and after 30 min volatiles are evaporated, the residue treated with EtOAc and filtered. The filtrate is... Reactants: CC(C)COc1ccc(C=O)cc1, CC1=CN=C(C=C1)N, [C-]#[N+]C1CCCCC1. The reagents and catalysts are O=C(O)C(F)(F)F (trifluoroacetic acid). Solvent: CC(C)O (isopropyl alcohol), CC(C)O (isopropylalcohol). Run at temperature 22 celsius, time 20 hour. The product is CC(C)COc1ccc(cc1)c1c(NC2CCCCC2)n2cc(C)ccc2n1. Isolated yield 7.5%. As a reaction SMILES: CC1=CC=C(N)N=C1.[C-]#[N+]C1CCCCC1.CC(C)COC1=CC=C(C=O)C=C1>>CC(C)COC1=CC=C(C=C1)C1=C(NC2CCCCC2)N2C=C(C)C=CC2=N1. Reactants: CCOC(=O)C (EtOAc), CCOC(=O)C (EtOAc), [OH-].[Na+] (NaOH), FC(OC1=CC=C(C=C1)C(C(=O)C1=CC(=CC=C1)C#CCCO)=O)F (1-(4-(difluoromethoxy)phenyl)-2-(3-(4-hydroxybut-1-ynyl)phenyl)ethane-1,2-dione), C(C)I (Ethyl iodide). Reagents/catalysts: [Br-].C(CCC)[N+](CCCC)(CCCC)CCCC (tetrabutylammonium bromide). Solvent: O (water), C(Cl)Cl (DCM), Hexanes, Hexanes, C(Cl)Cl (DCM). Run at time 2 day. Yields the product FC(OC1=CC=C(C=C1)C(C(=O)C1=CC(=CC=C1)C#CCCOC)=O)F (1-(4-(Difluoromethoxy)phenyl)-2-(3-(4-methoxybut-1-ynyl)phenyl)ethane-1,2-dione). RXN SMILES: [F:1][CH:2]([F:25])[O:3][C:4]1[CH:9]=[CH:8][C:7]([C:10](=[O:24])[C:11]([C:13]2[CH:18]=[CH:17][CH:16]=[C:15]([C:19]#[C:20][CH2:21][CH2:22][OH:23])[CH:14]=2)=[O:12])=[CH:6][CH:5]=1.[OH-].[Na+].[CH2:28](I)C.CCOC(C)=O>C(Cl)Cl.[Br-].C([N+](CCCC)(CCCC)CCCC)CCC.O>[F:1][CH:2]([F:25])[O:3][C:4]1[CH:9]=[CH:8][C:7]([C:10](=[O:24])[C:11]([C:13]2[CH:18]=[CH:17][CH:16]=[C:15]([C:19]#[C:20][CH2:21][CH2:22][O:23][CH3:28])[CH:14]=2)=[O:12])=[CH:6][CH:5]=1 |f:1.2,6.7|. Procedure details: To a solution of 1-(4-(difluoromethoxy)phenyl)-2-(3-(4-hydroxybut-1-ynyl)phenyl)ethane-1,2-dione (344 mg, 1.0 mmol) from the previous step in DCM (5 mL) was added tetrabutylammonium bromide (64 mg, 0.2 mmol) followed by NaOH (2.5N, 5 mL). Ethyl iodide (3.9 g, 2.0 mL, 25 mmol) was added and the mixture was stirred vigorously for 2 d then worked up as follows. The reaction mixture was diluted with water and DCM. The aqueous layer was separated and extracted once with DCM. The combined organic laye... Reactants: FC1=C(C(=CC=C1)F)C1=NN(C2=CC(=CC=C12)C(=O)OC)C1=CC=C(C=C1)C (Methyl 3-(2,6-difluorophenyl)-1-(4-methylphenyl)-1H-indazole-6-carboxylate), [OH-].[Na+] (sodium hydroxide). The solvent is CO (methanol), O1CCCC1 (tetrahydrofuran). Run at temperature 50 celsius, time 1.5 hour. Yields the product FC1=C(C(=CC=C1)F)C1=NN(C2=CC(=CC=C12)C(=O)O)C1=CC=C(C=C1)C (3-(2,6-Difluorophenyl)-1-(4-methylphenyl)-1H-indazole-6-carboxylic acid). Yield: 99.3%. RXN SMILES: [F:1][C:2]1[CH:7]=[CH:6][CH:5]=[C:4]([F:8])[C:3]=1[C:9]1[C:17]2[C:12](=[CH:13][C:14]([C:18]([O:20]C)=[O:19])=[CH:15][CH:16]=2)[N:11]([C:22]2[CH:27]=[CH:26][C:25]([CH3:28])=[CH:24][CH:23]=2)[N:10]=1.[OH-].[Na+]>CO.O1CCCC1>[F:8][C:4]1[CH:5]=[CH:6][CH:7]=[C:2]([F:1])[C:3]=1[C:9]1[C:17]2[C:12](=[CH:13][C:14]([C:18]([OH:20])=[O:19])=[CH:15][CH:16]=2)[N:11]([C:22]2[CH:23]=[CH:24][C:25]([CH3:28])=[CH:26][CH:27]=2)[N:10]=1 |f:1.2|. Reported procedure: Methyl 3-(2,6-difluorophenyl)-1-(4-methylphenyl)-1H-indazole-6-carboxylate (101.2 mg, 0.267 mmol) was dissolved in methanol (1.30 mL) and tetrahydrofuran (1.90 mL). 1M sodium hydroxide (1.60 mL, 0.267 mmol) was added. The reaction mixture was heated to 50° C. and allowed to stir for 1.5 h. Reaction stopped, cooled to room temperature, quenched by addition of 1M hydrochloric acid (ca 1.60 mL) till pH<3, and the solvent evaporated under reduced pressure. The title compound (199.5 mg, 0.265 mmol, 9... Starting materials: NN (Hydrazine), N1(CCOCC1)CCCC1=C2C(C(=O)NC2=O)=CC=C1 (3-morpholinylpropylphthalimide). The solvent is CO (methanol). The product is N1(CCOCC1)CCCN (3-morpholinylpropylamine). RXN SMILES: [NH2:1]N.[N:3]1([CH2:9][CH2:10][CH2:11]C2C=CC=C3C(NC(=O)C=23)=O)[CH2:8][CH2:7][O:6][CH2:5][CH2:4]1>CO>[N:3]1([CH2:9][CH2:10][CH2:11][NH2:1])[CH2:4][CH2:5][O:6][CH2:7][CH2:8]1. Procedure details: Hydrazine (aqueous solution at 35% by wt.) (0.15 ml; 1.6 mmoles) was added to 3-morpholinylpropylphthalimide (219 mg; 0.8 mmoles) in methanol (5 ml) and the resulting solution was refluxed. Reaction times and process as per Example 1. Starting materials: CC#N, O=C(Nc1ccn(Cc2cccc(F)c2)c(=O)c1)c1ccc(F)cc1, O=C1CCC(=O)N1Br. Yields the product O=C(Nc1ccn(Cc2cccc(F)c2)c(=O)c1Br)c1ccc(F)cc1. Reaction SMILES: [CH3:34][C:35]#[N:36].[F:1][c:2]1[cH:3][cH:4][c:5]([C:6](=[O:7])[NH:8][c:9]2[cH:10][c:11](=[O:23])[n:12]([CH2:15][c:16]3[cH:17][c:18]([F:22])[cH:19][cH:20][cH:21]3)[cH:13][cH:14]2)[cH:24][cH:25]1.[O:26]=[C:27]1[N:28]([Br:33])[C:29](=[O:30])[CH2:31][CH2:32]1>>[F:1][c:2]1[cH:3][cH:4][c:5]([C:6](=[O:7])[NH:8][c:9]2[c:10]([Br:33])[c:11](=[O:23])[n:12]([CH2:15][c:16]3[cH:17][c:18]([F:22])[cH:19][cH:20][cH:21]3)[cH:13][cH:14]2)[cH:24][cH:25]1. Reactants: O1C=CC2=C1CN(CC2)S(=O)(=O)C2=CC=C(C=O)C=C2 (4-(5,7-dihydro-4H-furo[2,3-c]pyridin-6-ylsulfonyl)benzaldehyde), [Cl-].[NH4+] (ammonium chloride). Run in O1CCCC1 (tetrahydrofuran), C1(=CC=CC=C1)[Mg]Br (phenylmagnesium bromide), O1CCCC1 (tetrahydrofuran). Yields the product O1C=CC2=C1CN(CC2)S(=O)(=O)C2=CC=C(C=C2)C(O)C2=CC=CC=C2 (4-(5,7-dihydro-4H-furo[2,3-c]pyridin-6-ylsulfonyl)phenylphenylmethanol). RXN SMILES: [O:1]1[C:5]2[CH2:6][N:7]([S:10]([C:13]3[CH:20]=[CH:19][C:16]([CH:17]=[O:18])=[CH:15][CH:14]=3)(=[O:12])=[O:11])[CH2:8][CH2:9][C:4]=2[CH:3]=[CH:2]1.[Cl-].[NH4+]>O1CCCC1.C1([Mg]Br)C=CC=CC=1>[O:1]1[C:5]2[CH2:6][N:7]([S:10]([C:13]3[CH:20]=[CH:19][C:16]([CH:17]([C:13]4[CH:20]=[CH:19][CH:16]=[CH:15][CH:14]=4)[OH:18])=[CH:15][CH:14]=3)(=[O:12])=[O:11])[CH2:8][CH2:9][C:4]=2[CH:3]=[CH:2]1 |f:1.2|. Procedure: To a solution of 0.142 g (0.487 mmol) of 4-(5,7-dihydro-4H-furo[2,3-c]pyridin-6-ylsulfonyl)benzaldehyde in 30 ml of tetrahydrofuran, phenylmagnesium bromide in tetrahydrofuran (prepared from 2.0 g of bromobenzene and 0.31 g of magnesium in 30 ml of tetrahydrofuran) was added at room temperature until the starting material disappeared on thin-layer chromatography (TLC). To the reaction mixture, aqueous ammonium chloride was added, followed by stirring and 3 extractions with ethyl acetate. The com... The reactants are C(C)OC(CCNS(=O)(=O)C1=CN=C(S1)N)=O (3-(2-amino-thiazole-5-sulfonylamino)-propionic acid ethyl ester), O[C@@H]1CC[C@H](CC1)C1=C2C(NC(C2=CC=C1)=O)=O ((trans-4-hydroxy-cyclohexyl)-isoindole-1,3-dione), C1(CCCCC1)N(C(NC=1SC(=CN1)S(=O)(=O)NCC(=O)O)=O)C1CCCCC1 ([2-(3,3-dicyclohexyl-ureido)-thiazole-5-sulfonylamino]-acetic acid), C1(CCCCC1)N[C@@H]1CC[C@H](CC1)OCCC (cyclohexyl-(trans-4-propoxy-cyclohexyl)-amine), BrCCC (1-bromopropane), C1(CCCC1)N(C(NC=1SC(=CN1)SCC(=O)O)=O)[C@@H]1CC[C@H](CC1)OC ({2-[3-cyclopentyl-3-(trans-4-methoxy-cyclohexyl)-ureido]-thiazol-5-ylsulfanyl}-acetic acid), C1(CCCCC1)=O (cyclohexanone). Yields the product C1(CCCCC1)N(C(NC=1SC(=CN1)S(=O)(=O)NCCC(=O)O)=O)[C@@H]1CC[C@H](CC1)OCCC (3-{2-[3-Cyclohexyl-3-(trans-4-propoxy-cyclohexyl)-ureido]-thiazole-5-sulfonylamino}-propionic acid). RXN SMILES: [CH:1]1([N:7]([CH:24]2[CH2:29][CH2:28][CH2:27][CH2:26][CH2:25]2)[C:8](=[O:23])[NH:9][C:10]2[S:11][C:12]([S:15]([NH:18][CH2:19]C(O)=O)(=[O:17])=[O:16])=[CH:13][N:14]=2)[CH2:6][CH2:5][CH2:4][CH2:3][CH2:2]1.C1(N[C@H]2CC[C@H]([O:43][CH2:44][CH2:45][CH3:46])CC2)CCCCC1.C1(N([C@H]2CC[C@H](OC)CC2)C(=O)NC2SC(S[CH2:61][C:62]([OH:64])=[O:63])=CN=2)CCCC1.O[C@H]1CC[C@H](C2C=CC=C3C=2C(=O)NC3=O)CC1.BrCCC.C1(=O)CCCCC1.C(OC(=O)CCNS(C1SC(N)=NC=1)(=O)=O)C>>[CH:1]1([N:7]([C@H:24]2[CH2:29][CH2:28][C@H:27]([O:43][CH2:44][CH2:45][CH3:46])[CH2:26][CH2:25]2)[C:8](=[O:23])[NH:9][C:10]2[S:11][C:12]([S:15]([NH:18][CH2:19][CH2:61][C:62]([OH:64])=[O:63])(=[O:16])=[O:17])=[CH:13][N:14]=2)[CH2:2][CH2:3][CH2:4][CH2:5][CH2:6]1. Reported procedure: Prepared in a similar manner to [2-(3,3-dicyclohexyl-ureido)-thiazole-5-sulfonylamino]-acetic acid via cyclohexyl-(trans-4-propoxy-cyclohexyl)-amine (prepared according to the procedure described for the synthesis of {2-[3-cyclopentyl-3-(trans-4-methoxy-cyclohexyl)-ureido]-thiazol-5-ylsulfanyl}-acetic acid (Step 1) using (trans-4-hydroxy-cyclohexyl)-isoindole-1,3-dione, 1-bromopropane and cyclohexanone) and 3-(2-amino-thiazole-5-sulfonylamino)-propionic acid ethyl ester to give the title compoun...